This data is from the Open Reaction Database (ORD), a public repository of structured organic reaction records. The task is: describe an organic reaction: reactants, conditions, products, and yield Starting materials: CC(=O)Nc1nc2c(Oc3cc(-c4ccc(C(F)(F)F)cc4NC(=O)C4CCC(c5ccccc5)N4)ncn3)cccc2s1, CC(C)=O. The product is CC(=O)Nc1nc2c(Oc3cc(-c4ccc(C(F)(F)F)cc4NC(=O)C4CCC(c5ccccc5)N4C(C)C)ncn3)cccc2s1. As a reaction SMILES: [C:1]([CH3:2])(=[O:3])[NH:4][c:5]1[s:6][c:7]2[c:8]([n:9]1)[c:10]([O:14][c:15]1[cH:16][c:17](-[c:21]3[c:22]([NH:31][C:32](=[O:33])[CH:34]4[NH:35][CH:36]([c:39]5[cH:40][cH:41][cH:42][cH:43][cH:44]5)[CH2:37][CH2:38]4)[cH:23][c:24]([C:27]([F:28])([F:29])[F:30])[cH:25][cH:26]3)[n:18][cH:19][n:20]1)[cH:11][cH:12][cH:13]2.[CH3:45][C:46]([CH3:47])=[O:48]>>[C:1]([CH3:2])(=[O:3])[NH:4][c:5]1[s:6][c:7]2[c:8]([n:9]1)[c:10]([O:14][c:15]1[cH:16][c:17](-[c:21]3[c:22]([NH:31][C:32](=[O:33])[CH:34]4[N:35]([CH:46]([CH3:45])[CH3:47])[CH:36]([c:39]5[cH:40][cH:41][cH:42][cH:43][cH:44]5)[CH2:37][CH2:38]4)[cH:23][c:24]([C:27]([F:28])([F:29])[F:30])[cH:25][cH:26]3)[n:18][cH:19][n:20]1)[cH:11][cH:12][cH:13]2. Reactants: ClCCl, O=C(O)C(F)(F)F, CC(C)(C)OC(=O)N(C(=O)OC(C)(C)C)c1ncc(N2CC3CCC(=O)C3C2)nc1-c1nnc(-c2ccccc2)o1. The product is Nc1ncc(N2CC3CCC(=O)C3C2)nc1-c1nnc(-c2ccccc2)o1. Reaction SMILES: [Cl:49][CH2:50][Cl:51].[F:42][C:43]([F:44])([F:45])[C:46]([OH:47])=[O:48].[O:1]=[C:2]1[CH2:3][CH2:4][CH:5]2[CH:6]1[CH2:7][N:8]([c:10]1[n:11][c:12](-[c:31]3[o:32][c:33](-[c:36]4[cH:37][cH:38][cH:39][cH:40][cH:41]4)[n:34][n:35]3)[c:13]([N:16]([C:17]([O:18][C:19]([CH3:20])([CH3:21])[CH3:22])=[O:23])[C:24](=[O:25])[O:26][C:27]([CH3:28])([CH3:29])[CH3:30])[n:14][cH:15]1)[CH2:9]2>>[O:1]=[C:2]1[CH2:3][CH2:4][CH:5]2[CH:6]1[CH2:7][N:8]([c:10]1[n:11][c:12](-[c:31]3[o:32][c:33](-[c:36]4[cH:37][cH:38][cH:39][cH:40][cH:41]4)[n:34][n:35]3)[c:13]([NH2:16])[n:14][cH:15]1)[CH2:9]2. The reactants are CCO, CCOC(=O)c1cccc2cc(-c3ccc(OCc4c(CCc5c(Cl)cccc5Cl)noc4C(C)C)cc3)ccc12, [Na+], C1CCOC1, [OH-]. The product is CC(C)c1onc(CCc2c(Cl)cccc2Cl)c1COc1ccc(-c2ccc3c(C(=O)O)cccc3c2)cc1. Reaction SMILES: [CH3:42][CH2:43][OH:44].[Cl:1][c:2]1[c:3]([CH2:9][CH2:10][c:11]2[n:12][o:13][c:14]([CH:39]([CH3:40])[CH3:41])[c:15]2[CH2:16][O:17][c:18]2[cH:19][cH:20][c:21](-[c:24]3[cH:25][c:26]4[cH:27][cH:28][cH:29][c:30]([C:34](=[O:35])[O:36][CH2:37][CH3:38])[c:31]4[cH:32][cH:33]3)[cH:22][cH:23]2)[c:4]([Cl:8])[cH:5][cH:6][cH:7]1.[Na+:46].[O:47]1[CH2:48][CH2:49][CH2:50][CH2:51]1.[OH-:45]>>[Cl:1][c:2]1[c:3]([CH2:9][CH2:10][c:11]2[n:12][o:13][c:14]([CH:39]([CH3:40])[CH3:41])[c:15]2[CH2:16][O:17][c:18]2[cH:19][cH:20][c:21](-[c:24]3[cH:25][c:26]4[cH:27][cH:28][cH:29][c:30]([C:34](=[O:35])[OH:36])[c:31]4[cH:32][cH:33]3)[cH:22][cH:23]2)[c:4]([Cl:8])[cH:5][cH:6][cH:7]1.